From a dataset of the Open Reaction Database (ORD), a public repository of structured organic reaction records. describe an organic reaction: reactants, conditions, products, and yield Reaction conditions: time 20 minute. The reactants are C(C)(C)(C)OC(NCCNC(C[C@H](C)N[C@H](CC)C1=C(C(=C(C=C1)Cl)C(C1=CC=CC=C1)=O)F)=O)=O ((2-{(S)-3-[(R)-1-(3-benzoyl-4-chloro-2-fluoro-phenyl)-propylamino]-butyrylamino}-ethyl)-carbamic acid tert-butyl ester), Cl (hydrogen chloride), C(C)OCC (diethyl ether). Reported procedure: To (2-{(S)-3-[(R)-1-(3-benzoyl-4-chloro-2-fluoro-phenyl)-propylamino]-butyrylamino}-ethyl)-carbamic acid tert-butyl ester (13 mg, 0.025 mmol) residue was added hydrogen chloride in ethyl acetate (2N, 2 ml). The mixture was stood at room temperature for 20 minutes, diethyl ether was added to precipitate solids. These were isolated by filtration and dried in a vacuum oven to furnish the desired material as a white solid Run in C(C)(=O)OCC (ethyl acetate). As a reaction SMILES: C(OC(=O)[NH:7][CH2:8][CH2:9][NH:10][C:11](=[O:35])[CH2:12][C@@H:13]([NH:15][C@@H:16]([C:19]1[CH:24]=[CH:23][C:22]([Cl:25])=[C:21]([C:26](=[O:33])[C:27]2[CH:32]=[CH:31][CH:30]=[CH:29][CH:28]=2)[C:20]=1[F:34])[CH2:17][CH3:18])[CH3:14])(C)(C)C.Cl.C(OCC)C>C(OCC)(=O)C>[NH2:7][CH2:8][CH2:9][NH:10][C:11](=[O:35])[CH2:12][C@H:13]([NH:15][C@@H:16]([C:19]1[CH:24]=[CH:23][C:22]([Cl:25])=[C:21]([C:26](=[O:33])[C:27]2[CH:32]=[CH:31][CH:30]=[CH:29][CH:28]=2)[C:20]=1[F:34])[CH2:17][CH3:18])[CH3:14]. Product: NCCNC(C[C@@H](C)N[C@H](CC)C1=C(C(=C(C=C1)Cl)C(C1=CC=CC=C1)=O)F)=O ((3R)—N-(2-Aminoethvl)-3-{[(1R)-1-(3-benzoyl-4-chloro-2-fluorophenyl)propyl]-amino}butanamide). Starting materials: C(#N)C1=C(C=C(OCCCC2CCN(CC2)C(=O)[O-])C=C1)F (4-[3-(4-cyano-3-fluorophenoxy)propyl]-1-piperidinecarboxylate), FC(C(=O)O)(F)F (trifluoroacetic acid). Run in C(Cl)Cl (methylene chloride). Reaction conditions: time 6 hour. Yields the product FC1=C(C#N)C=CC(=C1)OCCCC1CCNCC1 (2-fluoro-4-[3-(4-piperidinyl)propoxy]benzonitrile). As a reaction SMILES: [C:1]([C:3]1[CH:21]=[CH:20][C:6]([O:7][CH2:8][CH2:9][CH2:10][CH:11]2[CH2:16][CH2:15][N:14](C([O-])=O)[CH2:13][CH2:12]2)=[CH:5][C:4]=1[F:22])#[N:2].FC(F)(F)C(O)=O>C(Cl)Cl>[F:22][C:4]1[CH:5]=[C:6]([O:7][CH2:8][CH2:9][CH2:10][CH:11]2[CH2:16][CH2:15][NH:14][CH2:13][CH2:12]2)[CH:20]=[CH:21][C:3]=1[C:1]#[N:2]. Procedure details: To a methylene chloride (5.5 mL) solution of 0.66 g of tert-butyl=4-[3-(4-cyano-3-fluorophenoxy)propyl]-1-piperidinecarboxylate was dropwise added 1.8 mL of trifluoroacetic acid under cooling with ice over a period of 2 minutes, which was then stirred at room temperature for 6 hours. The solvent was distilled off under reduced pressure, and chloroform and a 1.0 mol/L sodium hydroxide aqueous solution were added to the resultant residue. The organic layer was separated and dried with anhydrous ma... Reactants: C1(=CC=CC=C1)C[C@@H](CC1CCNCC1)C (4-(3-Phenyl-2-(R)methylpropyl)piperidine), C(=O)[C@H]1CN(C[C@@H]1C1=CC=CC=C1)[C@@H](C(=O)OCC1=CC=C(C=C1)OC)C1CCCCC1 (2-(R)-(3-(R)-Formyl-4-(S)-phenylpyrrolidin-1-yl)-2-(cyclohexyl)acetic acid, (4-methoxy)benzyl ester). Yields the product C[C@H](CC1CCN(CC1)C[C@H]1CN(C[C@@H]1C1=CC=CC=C1)[C@@H](C(=O)O)C1CCCCC1)CC1=CC=CC=C1 (2-(R)-(3-(S)-((4-(2-(R)-Methyl-3-phenylpropyl)piperidin-1-yl)methyl)-4-(S)-phenylpyrrolidin-1-yl)-2-(cyclohexyl)acetic acid). As a reaction SMILES: [C:1]1([CH2:7][C@H:8]([CH3:16])[CH2:9][CH:10]2[CH2:15][CH2:14][NH:13][CH2:12][CH2:11]2)[CH:6]=[CH:5][CH:4]=[CH:3][CH:2]=1.[CH:17]([C@@H:19]1[C@@H:23]([C:24]2[CH:29]=[CH:28][CH:27]=[CH:26][CH:25]=2)[CH2:22][N:21]([C@H:30]([CH:43]2[CH2:48][CH2:47][CH2:46][CH2:45][CH2:44]2)[C:31]([O:33]CC2C=CC(OC)=CC=2)=[O:32])[CH2:20]1)=O>>[CH3:16][C@@H:8]([CH2:7][C:1]1[CH:6]=[CH:5][CH:4]=[CH:3][CH:2]=1)[CH2:9][CH:10]1[CH2:11][CH2:12][N:13]([CH2:17][C@@H:19]2[C@@H:23]([C:24]3[CH:25]=[CH:26][CH:27]=[CH:28][CH:29]=3)[CH2:22][N:21]([C@H:30]([CH:43]3[CH2:48][CH2:47][CH2:46][CH2:45][CH2:44]3)[C:31]([OH:33])=[O:32])[CH2:20]2)[CH2:14][CH2:15]1. Reported procedure: The title compound was prepared from 15 mg (0.07 mmol) of 4-(3-phenyl-2-(R)-methylpropyl)piperidine (from EXAMPLE 99, Step C) and 31 mg (0.07 mmol) of 2-(R)-(3-(R)-formyl-4-(S)-phenylpyrrolidin-1-yl)-2-(cyclohexyl)acetic acid, (4-methoxy)benzyl ester (from EXAMPLE 33, Step E) using procedures analogous to those described in EXAMPLE 1, Step J and EXAMPLE 10, Step F. For the title compound: ESI-MS 517 (M+H). The reactants are C(=O)([O-])[O-].[K+].[K+] (K2CO3), FC=1C=C(CBr)C=CC1 (3-fluoro-benzylbromide), CC1=NOC(=C1CN1S(C2=C(C1(C)C1=C(N(C3=CC=CC=C13)CC(=O)O)C)C=CC=C2)(=O)=O)C ({3-[2-(3,5-Dimethyl-isoxazol-4-ylmethyl)-3-methyl-1,1-dioxo-2,3-dihydro-1H-1λ6-benzo[d]isothiazol-3-yl]-2-methyl-indol-1-yl}-acetic acid). Run in CCOC(=O)C (EtOAc), CN(C)C=O (DMF). Reaction conditions: temperature 75 celsius. Product: FC=1C=C(CN2S(C3=C(C2(C)C2=C(N(C4=CC=CC=C24)CC(=O)O)C)C=CC=C3)(=O)=O)C=CC1 ({3-[2-(3-Fluoro-benzyl)-3-methyl-1,1-dioxo-2,3-dihydro-1H-1λ6-benzo[d]isothiazol-3-yl]-2-methyl-indol-1-yl}-acetic acid). Reaction SMILES: CC1C(C[N:8]2[C:12]([C:14]3[C:22]4[C:17](=[CH:18][CH:19]=[CH:20][CH:21]=4)[N:16]([CH2:23][C:24]([OH:26])=[O:25])[C:15]=3[CH3:27])([CH3:13])[C:11]3[CH:28]=[CH:29][CH:30]=[CH:31][C:10]=3[S:9]2(=[O:33])=[O:32])=C(C)ON=1.C([O-])([O-])=O.[K+].[K+].[F:41][C:42]1[CH:43]=[C:44]([CH:47]=[CH:48][CH:49]=1)[CH2:45]Br>CN(C=O)C.CCOC(C)=O>[F:41][C:42]1[CH:43]=[C:44]([CH:47]=[CH:48][CH:49]=1)[CH2:45][N:8]1[C:12]([C:14]2[C:22]3[C:17](=[CH:18][CH:19]=[CH:20][CH:21]=3)[N:16]([CH2:23][C:24]([OH:26])=[O:25])[C:15]=2[CH3:27])([CH3:13])[C:11]2[CH:28]=[CH:29][CH:30]=[CH:31][C:10]=2[S:9]1(=[O:33])=[O:32] |f:1.2.3|. Procedure details: The product of example 65, step a) (50 mg, 0.12 mmol) was dissolved in 2 mL DMF and treated with K2CO3 (32 mg, 0.23 mmol) and 3-fluoro-benzylbromide (43 mg, 0.23 mmol). After heating to 75° C. for 2 h, the reaction was cooled, diluted with EtOAc, and washed 3× H2O. The organic solution was concentrated and treated with 3 mL TFA for 2 h at rt. The reaction was concentrated and the title compound was isolated by preparative LCMS to give the title compound. MS: ESI (negative): 477.5 (M−H). The reactants are NC(=S)N (thiourea), [OH-].[Na+] (sodium hydroxide), C(C1=CC=CC=C1)Br (benzyl bromide), C(C)(=O)C1=C(SC(=C1)Cl)Cl (3-acetyl-2,5-dichlorothiophene). Run in O (water), C1CCOC1 (THF). Reaction conditions: temperature 50 celsius. The product is C(C)(=O)C1=C(SC(=C1)Cl)SCC1=CC=CC=C1 (3-Acetyl-2-(phenylmethyl)thio-5-chlorothiophene). Yield: 88.0%. RXN SMILES: N[C:2](N)=[S:3].C(Br)[C:6]1[CH:11]=[CH:10][CH:9]=[CH:8][CH:7]=1.[C:13]([C:16]1[CH:20]=[C:19]([Cl:21])[S:18][C:17]=1Cl)(=[O:15])[CH3:14].[OH-].[Na+]>O.C1COCC1>[C:13]([C:16]1[CH:20]=[C:19]([Cl:21])[S:18][C:17]=1[S:3][CH2:2][C:6]1[CH:7]=[CH:8][CH:9]=[CH:10][CH:11]=1)(=[O:15])[CH3:14] |f:3.4|. Procedure: A mixture consisting of thiourea (858.4 g, 11.28 mol), benzyl bromide (1,930 g, 11.28 mol), THF (9000 ml), and water (3000 ml) was heated at reflux temperature for 2 hr followed by cooling to 50° C. To this solution was added 3-acetyl-2,5-dichlorothiophene (2000 g, 10.25 mol) and an aqueous solution of sodium hydroxide (2,200 g of 50% NaOH diluted to 3000 ml); this mixture was heated at reflux temperature for 4 hr, cooled to room temperature, and the two layers separated. The organic layer was d... Starting materials: C1(CC1)CC(=O)N(C)OC (2-cyclopropyl-N-methoxy-N-methylacetamide), C(C=C)[Mg]Br (allylmagnesium bromide). The solvent is O1CCCC1 (tetrahydrofuran). Conditions: temperature -60 celsius, time 1 hour. The product is C1(CC1)CC(CC=C)=O (1-cyclopropylpent-4-en-2-one). Reaction SMILES: [CH:1]1([CH2:4][C:5](N(OC)C)=[O:6])[CH2:3][CH2:2]1.[CH2:11]([Mg]Br)[CH:12]=[CH2:13]>O1CCCC1>[CH:1]1([CH2:4][C:5](=[O:6])[CH2:13][CH:12]=[CH2:11])[CH2:3][CH2:2]1. Procedure details: To a solution of 2-cyclopropyl-N-methoxy-N-methylacetamide (C63) (48 g, 0.3 mol) in tetrahydrofuran (900 mL) was added a solution of allylmagnesium bromide (1.0 M in diethyl ether, 1.5 L, 1.5 mol) drop-wise at −60° C. The mixture was stirred at −60° C. for 1 hour, then was quenched with saturated aqueous ammonium chloride solution (120 mL). The reaction was extracted with dichloromethane (2×500 mL), and the organic layers were washed with saturated aqueous sodium chloride solution (500 mL), drie...